From a dataset of the Open Reaction Database (ORD), a public repository of structured organic reaction records. describe an organic reaction: reactants, conditions, products, and yield Reactants: CCOC(=O)CC#N, CCO, Cc1cccc(CN)c1. The product is Cc1cccc(CNC(=O)CC#N)c1. RXN SMILES: [C:1](#[N:2])[CH2:3][C:4]([O:6][CH2:5][CH3:7])=[O:8].[CH3:18][CH2:19][OH:20].[CH3:9][c:10]1[cH:11][c:12]([CH2:13][NH2:14])[cH:15][cH:16][cH:17]1>>[C:1](#[N:2])[CH2:3][C:4](=[O:6])[NH:14][CH2:13][c:12]1[cH:11][c:10]([CH3:9])[cH:17][cH:16][cH:15]1. The reactants are CN(/C=C(/C(=O)C1=CC=C(C=C1)C1(CCC1)NC(OC(C)(C)C)=O)\C1=CC=CC=C1)C ((E)-tert-butyl 1-(4-(3-(dimethylamino)-2-phenylacryloyl)phenyl)cyclobutylcarbamate), O1CC(CC(C1)=O)=O (2H-pyran-3,5(4H,6H)-dione), C(C)(=O)[O-].[NH4+] (ammonium acetate). The solvent is C(C)(=O)O (acetic acid). Run at temperature 100 celsius, time 2 hour. Product: C(C)(C)(C)OC(NC1(CCC1)C1=CC=C(C=C1)C1=C(C=C2C(=N1)COCC2=O)C2=CC=CC=C2)=O (tert-butyl(1-(4-(5-oxo-3-phenyl-6,8-dihydro-5H-pyrano[3,4-b]pyridin-2-yl)phenyl)cyclobutyl)carbamate). Yield: 2.9%. Reaction SMILES: CN(C)/[CH:3]=[C:4](\[C:25]1[CH:30]=[CH:29][CH:28]=[CH:27][CH:26]=1)/[C:5]([C:7]1[CH:12]=[CH:11][C:10]([C:13]2([NH:17]C(=O)OC(C)(C)C)[CH2:16][CH2:15][CH2:14]2)=[CH:9][CH:8]=1)=O.[O:32]1[CH2:37][C:36](=O)[CH2:35][C:34](=[O:39])[CH2:33]1.[C:40]([O-:43])(=[O:42])C.[NH4+:44]>C(O)(=O)C>[C:4]([O:43][C:40](=[O:42])[NH:17][C:13]1([C:10]2[CH:11]=[CH:12][C:7]([C:5]3[N:44]=[C:36]4[CH2:37][O:32][CH2:33][C:34](=[O:39])[C:35]4=[CH:3][C:4]=3[C:25]3[CH:26]=[CH:27][CH:28]=[CH:29][CH:30]=3)=[CH:8][CH:9]=2)[CH2:16][CH2:15][CH2:14]1)([CH3:25])([CH3:5])[CH3:3] |f:2.3|. Procedure details: In a 5 mL reaction tube was added acetic acid (5 ml) followed by (E)-tert-butyl 1-(4-(3-(dimethylamino)-2-phenylacryloyl)phenyl)cyclobutylcarbamate (750 mg, 1.783 mmol), 2H-pyran-3,5(4H,6H)-dione (305 mg, 2.68 mmol), ammonium acetate (412 mg, 5.35 mmol) and molecular sieves (100 mg) to give a brown suspension. The reaction mixture was stirred at 100° C. under a nitrogen atmosphere for 2 hours, then allowed to cool to room temperature and concentrated under reduced pressure. The residue was parti...